Dataset: the Open Reaction Database (ORD), a public repository of structured organic reaction records. Task: describe an organic reaction: reactants, conditions, products, and yield The reactants are COC([C@H](CC1=C(C=C(C=C1)O)F)OCC)=O ((2S)-2-ethoxy-3-(2-fluoro-4-hydroxy-phenyl)-propionic acid methyl ester), O=P(Cl)(Cl)Cl (POCl3), C([O-])([O-])=O.[Cs+].[Cs+] (cesium carbonate), ClCC=1N=C(OC1C)C1=C(C=CC=C1)F (4-chloromethyl-2-(2-fluoro-phenyl)-5-methyl-oxazole), FC1=C(C=O)C=CC=C1 (2-fluoro-benzaldehyde), [I-].[K+] (potassium iodide). Yields the product COC([C@H](CC1=C(C=C(C=C1)OCC=1N=C(OC1C)C1=C(C=CC=C1)F)F)OCC)=O ((S)-2-ethoxy-3-{2-fluoro-4-[2-(2-fluoro-phenyl)-5-methyl-oxazol-4-ylmethoxy]-phenyl}-propionic acid methyl ester). RXN SMILES: [CH3:1][O:2][C:3](=[O:17])[C@@H:4]([O:14][CH2:15][CH3:16])[CH2:5][C:6]1[CH:11]=[CH:10][C:9]([OH:12])=[CH:8][C:7]=1[F:13].Cl[CH2:19][C:20]1[N:21]=[C:22]([C:26]2[CH:31]=[CH:30][CH:29]=[CH:28][C:27]=2[F:32])[O:23][C:24]=1[CH3:25].FC1C=CC=CC=1C=O.O=P(Cl)(Cl)Cl.C(=O)([O-])[O-].[Cs+].[Cs+].[I-].[K+]>>[CH3:1][O:2][C:3](=[O:17])[C@@H:4]([O:14][CH2:15][CH3:16])[CH2:5][C:6]1[CH:11]=[CH:10][C:9]([O:12][CH2:19][C:20]2[N:21]=[C:22]([C:26]3[CH:31]=[CH:30][CH:29]=[CH:28][C:27]=3[F:32])[O:23][C:24]=2[CH3:25])=[CH:8][C:7]=1[F:13] |f:4.5.6,7.8|. Reported procedure: In analogy to the procedure described in example 1 f], (2S)-2-ethoxy-3-(2-fluoro-4-hydroxy-phenyl)-propionic acid methyl ester (example 13 f]) was reacted with 4-chloromethyl-2-(2-fluoro-phenyl)-5-methyl-oxazole (prepared from 2-fluoro-benzaldehyde and diacetyl monoxyme followed by treatment with POCl3 in analogy to the procedures described in examples 5 a] and 2 b]) in the presence of cesium carbonate and potassium iodide to yield (S)-2-ethoxy-3-{2-fluoro-4-[2-(2-fluoro-phenyl)-5-methyl-oxazol-... Starting materials: CN(/C=C/C(=O)C1=NN(C=CC1=O)C1=CC(=CC=C1)S(=O)(=O)C)C (3-((E)-3-dimethylamino-acryloyl)-1-(3-methansulfonyl-phenyl)-1H-pyridazin-4-one), N1=C(C=CC=C1)NN (pyridin-2-yl-hydrazine). The product is CS(=O)(=O)C=1C=C(C=CC1)N1N=C(C(C=C1)=O)C=1N(N=CC1)C1=NC=CC=C1 (1-(3-Methanesulfonyl-phenyl)-3-(2-pyridin-2-yl-2H-pyrazol-3-yl)-1H-pyridazin-4-one). Reaction SMILES: C[N:2](C)/[CH:3]=[CH:4]/[C:5]([C:7]1[C:12](=[O:13])[CH:11]=[CH:10][N:9]([C:14]2[CH:19]=[CH:18][CH:17]=[C:16]([S:20]([CH3:23])(=[O:22])=[O:21])[CH:15]=2)[N:8]=1)=O.[N:25]1[CH:30]=[CH:29][CH:28]=[CH:27][C:26]=1[NH:31]N>>[CH3:23][S:20]([C:16]1[CH:15]=[C:14]([N:9]2[CH:10]=[CH:11][C:12](=[O:13])[C:7]([C:5]3[N:31]([C:26]4[CH:27]=[CH:28][CH:29]=[CH:30][N:25]=4)[N:2]=[CH:3][CH:4]=3)=[N:8]2)[CH:19]=[CH:18][CH:17]=1)(=[O:22])=[O:21]. Procedure: Reaction of 3-((E)-3-dimethylamino-acryloyl)-1-(3-methansulfonyl-phenyl)-1H-pyridazin-4-one (A-7) and pyridin-2-yl-hydrazine according to example 43 gave the desired product. MS: M=393.9 (M+H)+ Procedure: The title compound was prepared from triphenylphosphine and ethyl 5-bromovalerate as described in Example 1 in a yield of 74%. The reactants are C1(=CC=CC=C1)P(C1=CC=CC=C1)C1=CC=CC=C1 (triphenylphosphine), BrCCCCC(=O)OCC (ethyl 5-bromovalerate). The product is [Br-].C1(=CC=CC=C1)[P+](CCCCC(=O)OCC)(C1=CC=CC=C1)C1=CC=CC=C1 (Ethyl 5-(triphenylphosphonio)valerate Bromide). Reaction SMILES: [C:1]1([P:7]([C:14]2[CH:19]=[CH:18][CH:17]=[CH:16][CH:15]=2)[C:8]2[CH:13]=[CH:12][CH:11]=[CH:10][CH:9]=2)[CH:6]=[CH:5][CH:4]=[CH:3][CH:2]=1.[Br:20][CH2:21][CH2:22][CH2:23][CH2:24][C:25]([O:27][CH2:28][CH3:29])=[O:26]>>[Br-:20].[C:14]1([P+:7]([C:1]2[CH:2]=[CH:3][CH:4]=[CH:5][CH:6]=2)([C:8]2[CH:13]=[CH:12][CH:11]=[CH:10][CH:9]=2)[CH2:21][CH2:22][CH2:23][CH2:24][C:25]([O:27][CH2:28][CH3:29])=[O:26])[CH:15]=[CH:16][CH:17]=[CH:18][CH:19]=1 |f:2.3|. Yield: 74.0%. Starting materials: C(C(=O)Cl)(=O)Cl (oxalyl chloride), C(C1=CC=CC=C1)OC(CCCCC(=O)O)=O (6(benzyloxy)-6-oxohexanoic acid). The solvent is C(Cl)(Cl)Cl (CHCl3), C(Cl)(Cl)Cl (CHCl3). Run at temperature 0 celsius, time 18 hour. The product is ClC(CCCCC(=O)OCC1=CC=CC=C1)=O (benzyl 6-chloro-6-oxohexanoate). RXN SMILES: [C:1](Cl)(=O)[C:2]([Cl:4])=[O:3].[CH2:7]([O:14][C:15](=[O:23])[CH2:16][CH2:17][CH2:18]CC(O)=O)[C:8]1[CH:13]=[CH:12][CH:11]=[CH:10][CH:9]=1>C(Cl)(Cl)Cl>[Cl:4][C:2](=[O:3])[CH2:1][CH2:18][CH2:17][CH2:16][C:15]([O:14][CH2:7][C:8]1[CH:9]=[CH:10][CH:11]=[CH:12][CH:13]=1)=[O:23]. Procedure details: Next, oxalyl chloride (52.2 g; 0.41 mol) was dissolved in CHCl3 (1000 ml), and cooled to 0° C. To this was slowly added a solution of 6(benzyloxy)-6-oxohexanoic acid, (81.0 g; 0.34 mol) in CHCl3 (250 ml), and stirring was continued for 18 hr at room temperature. The reaction mixture was concentrated, coevaporated with CHCl3 (2 times 250 ml), and dried in vacuo, to yield benzyl 6-chloro-6-oxohexanoate as a colourless liquid (87 g; 100%). The reactants are COC1=C(CN(S(=O)(=O)C2=CC3=C(N(C(O3)=O)[C@H](C)C3=C(C=CC=C3)C3(CN(C3)C(=O)OC(C)(C)C)F)C=C2F)C2=NC=NS2)C=CC(=C1)OC ((R)-tert-Butyl 3-(2-(1-(6-(N-(2,4-dimethoxybenzyl)-N-(1,2,4-thiadiazol-5-yl)sulfamoyl)-5-fluoro-2-oxobenzo[d]oxazol-3(2H)-yl)ethyl)phenyl)-3-fluoroazetidine-1-carboxylate), C(Cl)Cl (DCM), C(=O)(C(F)(F)F)O (TFA). Solvent: CO (MeOH). Reaction conditions: time 15 minute. Yields the product FC=1C(=CC2=C(N(C(O2)=O)[C@H](C)C2=C(C=CC=C2)C2(CNC2)F)C1)S(=O)(=O)NC1=NC=NS1 ((R)-5-Fluoro-3-(1-(2-(3-fluoroazetidin-3-yl)phenyl)ethyl)-2-oxo-N-(1,2,4-thiadiazol-5-yl)-2,3-dihydrobenzo[d]oxazole-6-sulfonamide). Reaction SMILES: COC1C=C(OC)C=CC=1C[N:6]([C:41]1[S:45][N:44]=[CH:43][N:42]=1)[S:7]([C:10]1[C:39]([F:40])=[CH:38][C:13]2[N:14]([C@@H:18]([C:20]3[CH:25]=[CH:24][CH:23]=[CH:22][C:21]=3[C:26]3([F:37])[CH2:29][N:28](C(OC(C)(C)C)=O)[CH2:27]3)[CH3:19])[C:15](=[O:17])[O:16][C:12]=2[CH:11]=1)(=[O:9])=[O:8].C(Cl)Cl.C(O)(C(F)(F)F)=O>CO>[F:40][C:39]1[C:10]([S:7]([NH:6][C:41]2[S:45][N:44]=[CH:43][N:42]=2)(=[O:9])=[O:8])=[CH:11][C:12]2[O:16][C:15](=[O:17])[N:14]([C@@H:18]([C:20]3[CH:25]=[CH:24][CH:23]=[CH:22][C:21]=3[C:26]3([F:37])[CH2:27][NH:28][CH2:29]3)[CH3:19])[C:13]=2[CH:38]=1. Reported procedure: In a 1 dram vial, added crude (R)-tert-butyl 3-(2-(1-(6-(N-(2,4-dimethoxybenzyl)-N-(1,2,4-thiadiazol-5-yl)sulfamoyl)-5-fluoro-2-oxobenzo[d]oxazol-3(2H)-yl)ethyl)phenyl)-3-fluoroazetidine-1-carboxylate (32-5, 25.8 mg, 0.035 mmol) to DCM (277 μl) and TFA (69.4 μl). After 15 min, diluted with 1 mL MeOH, filtered through Celite and concentrated in vacuo. Dissolved in 2 mL DMSO and purified by reverse-phase HPLC (C18 column, 5-60% 0.1% TFA/CH3CN:0.1% TFA/H2O) to give 32-6 as a white solid. 1H NMR δ (... Reactants: FC1=C(C(=CC=C1N)F)NC1=NC=CC=C1C1=C2N=CN(C2=NC=N1)C1OCCCC1 (2,6-difluoro-N1-(3-(9-(tetrahydro-2H-pyran-2-yl)-9H-purin-6-yl)pyridin-2-yl)benzene-1,3-diamine), ClC1=C(C(=CC=C1)C)S(=O)(=O)Cl (2-chloro-6-methylbenzene-1-sulfonyl chloride), N1=CC=CC=C1 (pyridine). Run in ClCCl (dichloromethane). Conditions: temperature 50 celsius, time 2 hour. Product: ClC1=C(C(=CC=C1)C)S(=O)(=O)NC1=C(C(=C(C=C1)F)NC1=NC=CC=C1C1=C2N=CN(C2=NC=N1)C1OCCCC1)F (2-chloro-N-(2,4-difluoro-3-(3-(9-(tetrahydro-2H-pyran-2-yl)-9H-purin-6-yl)pyridin-2-ylamino)phenyl)-6-methylbenzenesulfonamide). RXN SMILES: [F:1][C:2]1[C:7]([NH2:8])=[CH:6][CH:5]=[C:4]([F:9])[C:3]=1[NH:10][C:11]1[C:16]([C:17]2[N:25]=[CH:24][N:23]=[C:22]3[C:18]=2[N:19]=[CH:20][N:21]3[CH:26]2[CH2:31][CH2:30][CH2:29][CH2:28][O:27]2)=[CH:15][CH:14]=[CH:13][N:12]=1.[Cl:32][C:33]1[CH:38]=[CH:37][CH:36]=[C:35]([CH3:39])[C:34]=1[S:40](Cl)(=[O:42])=[O:41].N1C=CC=CC=1>ClCCl>[Cl:32][C:33]1[CH:38]=[CH:37][CH:36]=[C:35]([CH3:39])[C:34]=1[S:40]([NH:8][C:7]1[CH:6]=[CH:5][C:4]([F:9])=[C:3]([NH:10][C:11]2[C:16]([C:17]3[N:25]=[CH:24][N:23]=[C:22]4[C:18]=3[N:19]=[CH:20][N:21]4[CH:26]3[CH2:31][CH2:30][CH2:29][CH2:28][O:27]3)=[CH:15][CH:14]=[CH:13][N:12]=2)[C:2]=1[F:1])(=[O:41])=[O:42]. Procedure details: The 2,6-difluoro-N1-(3-(9-(tetrahydro-2H-pyran-2-yl)-9H-purin-6-yl)pyridin-2-yl)benzene-1,3-diamine (20 mg, 0.047 mmol) prepared at Step 9 was added and dissolved into dichloromethane solvent. 2-chloro-6-methylbenzene-1-sulfonyl chloride (16 mg, 0.07 mmol) and pyridine (8 uL, 0.094 mmol) were added into the reaction solution and stirred at 50° C. for 2 hours. After the reaction, the reactant was washed with 1N aqueous hydrochloric acid solution and salt water. After extraction with dichlorometha... The reactants are C1(=C(C=CC=C1)CC=1NC(C(=C(N1)C(=O)OC)O)=O)C1=CC=CC=C1 (methyl 2-(biphenyl-2-ylmethyl)-5-hydroxy-6-oxo-1,6-dihydropyrimidine-4-carboxylate), C(C1=CC=CC=C1)N (benzylamine). The product is C(C1=CC=CC=C1)NC(=O)C=1N=C(NC(C1O)=O)CC1=C(C=CC=C1)C1=CC=CC=C1 (2-biphenyl-2-ylmethyl-5-hydroxy-6-oxo-1,6-dihydro-pyrimidine-4-carboxylic acid benzylamide). Yield: 64.3%. As a reaction SMILES: [C:1]1([C:20]2[CH:25]=[CH:24][CH:23]=[CH:22][CH:21]=2)[CH:6]=[CH:5][CH:4]=[CH:3][C:2]=1[CH2:7][C:8]1[NH:9][C:10](=[O:19])[C:11]([OH:18])=[C:12]([C:14]([O:16]C)=O)[N:13]=1.[CH2:26]([NH2:33])[C:27]1[CH:32]=[CH:31][CH:30]=[CH:29][CH:28]=1>>[CH2:26]([NH:33][C:14]([C:12]1[N:13]=[C:8]([CH2:7][C:2]2[CH:3]=[CH:4][CH:5]=[CH:6][C:1]=2[C:20]2[CH:21]=[CH:22][CH:23]=[CH:24][CH:25]=2)[NH:9][C:10](=[O:19])[C:11]=1[OH:18])=[O:16])[C:27]1[CH:32]=[CH:31][CH:30]=[CH:29][CH:28]=1. Procedure: The synthesis was performed as in Example 21 using methyl 2-(biphenyl-2-ylmethyl)-5-hydroxy-6-oxo-1,6-dihydropyrimidine-4-carboxylate (0.070 g, 208 μmol) and benzylamine (0.5 ml; 4.58 mmol) to provide the title compound as an off-white solid (0.055 g; 64%). LCMS: m/z=412 (MH+).